Dataset: the Open Reaction Database (ORD), a public repository of structured organic reaction records. Task: describe an organic reaction: reactants, conditions, products, and yield Reactants: [Al+3], COc1ccc(-c2[nH]c3ccccc3c2CCNC(=O)CCc2ccc3[nH]ccc3c2)cc1OC, [H-], [H-], [H-], [H-], [Li+], O. Yields the product COc1ccc(-c2[nH]c3ccccc3c2CCNCCCc2ccc3[nH]ccc3c2)cc1OC. Reaction SMILES: [Al+3:37].[CH3:1][O:2][c:3]1[cH:4][c:5](-[c:11]2[nH:12][c:13]3[cH:14][cH:15][cH:16][cH:17][c:18]3[c:19]2[CH2:20][CH2:21][NH:22][C:23]([CH2:24][CH2:25][c:26]2[cH:27][c:28]3[cH:29][cH:30][nH:31][c:32]3[cH:33][cH:34]2)=[O:35])[cH:6][cH:7][c:8]1[O:9][CH3:10].[H-:36].[H-:39].[H-:40].[H-:41].[Li+:38].[OH2:42]>>[CH3:1][O:2][c:3]1[cH:4][c:5](-[c:11]2[nH:12][c:13]3[cH:14][cH:15][cH:16][cH:17][c:18]3[c:19]2[CH2:20][CH2:21][NH:22][CH2:23][CH2:24][CH2:25][c:26]2[cH:27][c:28]3[cH:29][cH:30][nH:31][c:32]3[cH:33][cH:34]2)[cH:6][cH:7][c:8]1[O:9][CH3:10]. Reactants: C(C=C)SC1=CSC=C1Br (3-allylthio-4-bromothiophene), N1=CC=CC=C1 (pyridine). The solvent is C1(=CC=CC=C1)C (toluene). Yields the product BrC1=CSC2=C1SCCC2 (3-Bromo-6,7-dihydro-5H-thieno[3,2-b]thiopyran). Yield: 89.0%. As a reaction SMILES: [CH2:1]([S:4][C:5]1[C:9]([Br:10])=[CH:8][S:7][CH:6]=1)[CH:2]=[CH2:3].N1C=CC=CC=1>C1(C)C=CC=CC=1>[Br:10][C:9]1[C:5]2[S:4][CH2:1][CH2:2][CH2:3][C:6]=2[S:7][CH:8]=1. Procedure: A solution of 30.2 g (0.13 mol) of 3-allylthio-4-bromothiophene and 10.3 mls (0.13 mol) of pyridine in 250 mls of toluene was refluxed for 68 hours, cooled, washed with 1N HCl solution, 1N NaOH solution, water and brine and dried over MgSO4 and concentrated to give 27.2 g of an amber oil. The oil was chromatographed on 500 g of SiO2 eluting with hexane to give 16.2 g of the desired product as a colorless oil (90% purity). The reactants are COC(COC1=C2C(=C(C(=NC2=C(C=C1)F)CC)CC1=CC=C(C=C1)NS(=O)(=O)CC)OC(F)F)=O ([4-difluoromethoxy-3-(4-ethanesulfonylaminobenzyl)-2-ethyl-8-fluoroquinolin-5-yloxy]acetic acid methyl ester), [OH-].[Na+] (sodium hydroxide), C(C)(=O)O (acetic acid). The solvent is CO (methanol), O (water). Reaction conditions: time 1 hour. Yields the product FC(OC1=C(C(=NC2=C(C=CC(=C12)OCC(=O)O)F)CC)CC1=CC=C(C=C1)NS(=O)(=O)CC)F ([4-difluoromethoxy-3-(4-ethanesulfonylaminobenzyl)-2-ethyl-8-fluoroquinolin-5-yloxy]acetic acid). The yield is 64.5%. Reaction SMILES: C[O:2][C:3](=[O:36])[CH2:4][O:5][C:6]1[CH:15]=[CH:14][C:13]([F:16])=[C:12]2[C:7]=1[C:8]([O:32][CH:33]([F:35])[F:34])=[C:9]([CH2:19][C:20]1[CH:25]=[CH:24][C:23]([NH:26][S:27]([CH2:30][CH3:31])(=[O:29])=[O:28])=[CH:22][CH:21]=1)[C:10]([CH2:17][CH3:18])=[N:11]2.[OH-].[Na+].C(O)(=O)C>CO.O>[F:35][CH:33]([F:34])[O:32][C:8]1[C:7]2[C:12](=[C:13]([F:16])[CH:14]=[CH:15][C:6]=2[O:5][CH2:4][C:3]([OH:36])=[O:2])[N:11]=[C:10]([CH2:17][CH3:18])[C:9]=1[CH2:19][C:20]1[CH:21]=[CH:22][C:23]([NH:26][S:27]([CH2:30][CH3:31])(=[O:28])=[O:29])=[CH:24][CH:25]=1 |f:1.2|. Procedure details: A solution of [4-difluoromethoxy-3-(4-ethanesulfonylaminobenzyl)-2-ethyl-8-fluoroquinolin-5-yloxy]acetic acid methyl ester (0.051 g) in methanol (5.0 mL) and water (0.5 mL) was treated with 5.0 M aqueous sodium hydroxide solution (0.25 mL), and the resulting mixture was left to stand at room temperature for 1 hour. The mixture was acidified by the addition of glacial acetic acid, concentrated under reduced pressure, and the residue partitioned between ethyl acetate and water. The organic phase w... Reactants: BrCC1=CC=CC=C1 ((bromomethyl)benzene), O=C1CC2CC(CC2C1)C(=O)O (5-oxooctahydropentalene-2-carboxylic acid), CCN(C(C)C)C(C)C (DIPEA). Solvent: C(C)#N (acetonitrile), C(Cl)(Cl)Cl (CHCl3). Reaction conditions: time 8 hour. Product: O=C1CC2CC(CC2C1)C(=O)OCC1=CC=CC=C1 (benzyl 5-oxooctahydropentalene-2-carboxylate). Reaction SMILES: Br[CH2:2][C:3]1[CH:8]=[CH:7][CH:6]=[CH:5][CH:4]=1.[O:9]=[C:10]1[CH2:17][CH:16]2[CH:12]([CH2:13][CH:14]([C:18]([OH:20])=[O:19])[CH2:15]2)[CH2:11]1.CCN(C(C)C)C(C)C>C(#N)C.C(Cl)(Cl)Cl>[O:9]=[C:10]1[CH2:17][CH:16]2[CH:12]([CH2:13][CH:14]([C:18]([O:20][CH2:2][C:3]3[CH:8]=[CH:7][CH:6]=[CH:5][CH:4]=3)=[O:19])[CH2:15]2)[CH2:11]1. Procedure details: Neat (bromomethyl)benzene (531 mg) was added to a stirred mixture of 5-oxooctahydropentalene-2-carboxylic acid (435 mg) and DIPEA (0.542 mL) in acetonitrile (2.5 mL) and CHCl3 (2.5 mL) and the mixture was stirred at rt overnight. Reaction mixture was evaporated to dryness and purified by silica gel FCC (0-1% MeOH in DCM) to afford benzyl 5-oxooctahydropentalene-2-carboxylate which was isolated as an endo/exo isomeric mixture. RXN SMILES: Br[CH2:2][CH2:3][CH2:4][CH2:5][CH2:6][C:7]([NH:9][CH2:10][C:11]1[CH:12]=[N:13][CH:14]=[CH:15][CH:16]=1)=[O:8].[CH3:17][O:18][C:19]1[CH:24]=[CH:23][C:22]([C:25]2[CH:30]=[CH:29][CH:28]=[CH:27][C:26]=2[N:31]2[CH2:36][CH2:35][NH:34][CH2:33][CH2:32]2)=[CH:21][CH:20]=1>>[CH3:17][O:18][C:19]1[CH:20]=[CH:21][C:22]([C:25]2[CH:30]=[CH:29][CH:28]=[CH:27][C:26]=2[N:31]2[CH2:36][CH2:35][N:34]([CH2:2][CH2:3][CH2:4][CH2:5][CH2:6][C:7]([NH:9][CH2:10][C:11]3[CH:12]=[N:13][CH:14]=[CH:15][CH:16]=3)=[O:8])[CH2:33][CH2:32]2)=[CH:23][CH:24]=1. Procedure: The title compound was prepared starting from 6-bromo-N-(3-pyridylmethyl)hexanamide and 1-[2-(4-methoxyphenyl)phenyl]piperazine following the procedure outlined for Example 21. 1H NMR (CDCl3): δ 1.35-1.42 (m, 2H), 1.53-1.63 (m, 2H), 1.68-1.78 (m, 2H), 2.28 (t, 2H, J=7.4 Hz), 2.42 (app. t, 2H), 2.65 (br s, 4H), 3.09 (br s, 4H), 3.80 (s, 3H), 4.45 (d, 2H, J=6.1 Hz), 6.12 (br t, 1H, D2O exchanged), 6.94 (d, 2H, J=8.8 Hz), 7.00 (d, 1H, J=8.0 Hz), 7.09-7.12 (m, 2H), 7.20-7.28 (m, 3H), 7.46 (d, 2H, J=... Starting materials: ( 100 ), BrCCCCCC(=O)NCC=1C=NC=CC1 (6-bromo-N-(3-pyridylmethyl)hexanamide), ( 65 ), ( 10 ), COC1=CC=C(C=C1)C1=C(C=CC=C1)N1CCNCC1 (1-[2-(4-methoxyphenyl)phenyl]piperazine), ( 15 ), ( 43 ). Product: COC1=CC=C(C=C1)C1=C(C=CC=C1)N1CCN(CC1)CCCCCC(=O)NCC=1C=NC=CC1 (4-[2-(4-Methoxyphenyl) phenyl]-N-(3-pyridinylmethyl)-1-piperazinehexanamide). Reactants: CO, CCCc1nc2c(Cl)nc3ccccc3c2n1Cc1cc(-c2ccc(F)cc2)no1, N. The product is CCCc1nc2c(N)nc3ccccc3c2n1Cc1cc(-c2ccc(F)cc2)no1. As a reaction SMILES: [CH3:32][OH:33].[Cl:1][c:2]1[n:3][c:4]2[cH:5][cH:6][cH:7][cH:8][c:9]2[c:10]2[c:11]1[n:12][c:13]([CH2:28][CH2:29][CH3:30])[n:14]2[CH2:15][c:16]1[cH:17][c:18](-[c:21]2[cH:22][cH:23][c:24]([F:27])[cH:25][cH:26]2)[n:19][o:20]1.[NH3:31]>>[c:2]1([NH2:31])[n:3][c:4]2[cH:5][cH:6][cH:7][cH:8][c:9]2[c:10]2[c:11]1[n:12][c:13]([CH2:28][CH2:29][CH3:30])[n:14]2[CH2:15][c:16]1[cH:17][c:18](-[c:21]2[cH:22][cH:23][c:24]([F:27])[cH:25][cH:26]2)[n:19][o:20]1.